This data is from the Open Reaction Database (ORD), a public repository of structured organic reaction records. The task is: describe an organic reaction: reactants, conditions, products, and yield Starting materials: BrCC1=CC2=C(N=C(S2)C2=CC=CC=C2)C=C1 (6-bromomethyl-2-phenyl-benzothiazole), N (ammonia). The solvent is CO (methanol), CO (methanol). Conditions: time 3 hour. Product: NCC1=CC2=C(N=C(S2)C2=CC=CC=C2)C=C1 (6-Aminomethyl-2-phenyl-benzothiazole). Yield: 76.0%. Reaction SMILES: Br[CH2:2][C:3]1[CH:17]=[CH:16][C:6]2[N:7]=[C:8]([C:10]3[CH:15]=[CH:14][CH:13]=[CH:12][CH:11]=3)[S:9][C:5]=2[CH:4]=1.[NH3:18]>CO>[NH2:18][CH2:2][C:3]1[CH:17]=[CH:16][C:6]2[N:7]=[C:8]([C:10]3[CH:15]=[CH:14][CH:13]=[CH:12][CH:11]=3)[S:9][C:5]=2[CH:4]=1. Procedure: Add 6-bromomethyl-2-phenyl-benzothiazole (2 g, 6.57 mmol) as a suspension in methanol (100 mL) to 7M ammonia in methanol (400 mL) at 0° C. over 10 min and then stir for 3 h at room temperature. Concentrate in vacuo and purify the crude mixture by chromatography on silica gel eluting with dichloromethane/methanol (1:0 to 3:1) to obtain the title compound (1.2 g, 76%). MS (ES+) m/z: 241 (M+H+). Starting materials: BrN1C(CCC1=O)=O (N-bromosuccinimide), C(C1=CC=CC=C1)OC(=O)ONC(CC=C)=O (N-benzyloxycarbonyloxy but-3-eneoic acid amide), C([O-])([O-])=O.[K+].[K+] (potassium carbonate), O (water). Solvent: C(C)#N (acetonitrile), C(C)#N (acetonitrile), C(C)(=O)OCC (ethyl acetate). Reaction conditions: time 1 minute. Product: C(C1=CC=CC=C1)OC(=O)ON1C(CC1CBr)=O (1-Benzyloxycarbonyloxy-4-bromomethylazetidinone). Yield: 116.5%. RXN SMILES: [CH2:1]([O:8][C:9]([O:11][NH:12][C:13](=[O:17])[CH2:14][CH:15]=[CH2:16])=[O:10])[C:2]1[CH:7]=[CH:6][CH:5]=[CH:4][CH:3]=1.C(=O)([O-])[O-].[K+].[K+].O.[Br:25]N1C(=O)CCC1=O>C(#N)C.C(OCC)(=O)C>[CH2:1]([O:8][C:9]([O:11][N:12]1[CH:15]([CH2:16][Br:25])[CH2:14][C:13]1=[O:17])=[O:10])[C:2]1[CH:3]=[CH:4][CH:5]=[CH:6][CH:7]=1 |f:1.2.3|. Reported procedure: To a solution of 0.3 g (1.28 mmole) of N-benzyloxycarbonyloxy but-3-eneoic acid amide in 20 ml of acetonitrile was added 0.1857 g (1.36 mmole) of potassium carbonate followed by 2 ml of water. The mixture was stirred vigorously for one minute and a solution of 0.2383 g (1.34 mmole) of N-bromosuccinimide in 5 ml of acetonitrile was added dropwise over 5 minutes with continued vigorous stirring. Stirring was continued for 10 minutes post addition and then the mixture was diluted with 200 ml of eth... Reactants: O=C1C2=C(N=C3N1C=CC=C3C(=O)O)CCC2 (1,2,3,10-Tetrahydro-10-oxocyclopenta[d]pyrido[1,2-a]pyrimidine-5-carboxylic acid), S(O)(O)(=O)=O (sulfuric acid), CO (methanol). RXN SMILES: [O:1]=[C:2]1[N:7]2[CH:8]=[CH:9][CH:10]=[C:11]([C:12]([OH:14])=[O:13])[C:6]2=[N:5][C:4]2[CH2:15][CH2:16][CH2:17][C:3]1=2.S(=O)(=O)(O)O.[CH3:23]O>>[O:1]=[C:2]1[N:7]2[CH:8]=[CH:9][CH:10]=[C:11]([C:12]([O:14][CH3:23])=[O:13])[C:6]2=[N:5][C:4]2[CH2:15][CH2:16][CH2:17][C:3]1=2. Product: O=C1C2=C(N=C3N1C=CC=C3C(=O)OC)CCC2 (1,2,3,10-Tetrahydro-10-oxocyclopenta[d]pyrido[1,2-a]pyrimidine-5-carboxylic acid, methyl ester). Procedure: A suspension of 7.0 g. of the product from Example 4, 500 ml of absolute methanol, and 18.4 g. of concentrated sulfuric acid is stirred and heated under reflux for 48 hours. A clear solution forms after that heating period. The solution is concentrated in vacuo, the residue is cooled, dissolved in 200 ml of ether, and the ether solution is washed with saturated aqueous sodium bicarbonate until the washings remain at pH 7.6. The ether solution is dried an concentated to give the named compound. Reactants: [H-].[Na+] (sodium hydride), C(C1=CC=CC=C1)(=O)C1=C(C=CC(=C1)Cl)C=CC#N (3-(2-benzoyl-4-chlorophenyl)-2-propenenitrile), S(=O)(=O)(C1=CC=C(C)C=C1)C[N+]#[C-] (tosylmethyl isocyanide), CS(=O)C (dimethyl sulfoxide). The solvent is CCOCC (ether), O (water), CCOCC (ether). Reaction conditions: time 2 hour. The product is C(C1=CC=CC=C1)(=O)C1=C(C=CC(=C1)Cl)C=1C(=CNC1)C#N (4-[2-Benzoyl-4-chlorophenyl]-1H-pyrrole-3-carbonitrile). Reaction SMILES: [C:1]([C:9]1[CH:14]=[C:13]([Cl:15])[CH:12]=[CH:11][C:10]=1[CH:16]=[CH:17][C:18]#[N:19])(=[O:8])[C:2]1[CH:7]=[CH:6][CH:5]=[CH:4][CH:3]=1.S([CH2:30][N+:31]#[C-])(C1C=CC(C)=CC=1)(=O)=O.[CH3:33]S(C)=O.[H-].[Na+]>O.CCOCC>[C:1]([C:9]1[CH:14]=[C:13]([Cl:15])[CH:12]=[CH:11][C:10]=1[C:16]1[C:17]([C:30]#[N:31])=[CH:18][NH:19][CH:33]=1)(=[O:8])[C:2]1[CH:7]=[CH:6][CH:5]=[CH:4][CH:3]=1 |f:3.4|. Procedure: A mixture of 10.7 g (40 mmole) of 3-(2-benzoyl-4-chlorophenyl)-2-propenenitrile, 5.3 g (38 mmole) of tosylmethyl isocyanide, 75 ml of dimethyl sulfoxide and 150 ml of ether was added dropwise to a suspension of 3.7 g (77 mmole) of 50% sodium hydride in mineral oil and 170 ml of ether. When the addition was complete stirring was continued for 2 hr. The mixture was diluted with water and the ether layer was separated. The aqueous solution was extracted with ether. The combined ether extracts were ... Starting materials: C(C)OC(C1=CC=C(C=C1)NC(=O)NC=1N(N=C(C1)C(C)(C)C)C)=O (4-[3-(5-tert-butyl-2-methyl-2H-pyrazol-3-yl)-ureido]-benzoic acid ethyl ester), C(C)(=O)OCC (ethyl acetate), C(=O)([O-])C(O)C(O)C(=O)[O-].[Na+].[Na+] (sodium tartrate), CC(C)C[AlH]CC(C)C (DIBAL), hexanes. Solvent: C(Cl)Cl (methylene chloride). Conditions: temperature 0 celsius, time 1 hour. The product is C(C)(C)(C)C=1C=C(N(N1)C)NC(=O)NC1=CC=C(C=C1)CO (1-(5-tert-Butyl-2-methyl-2H-pyrazol-3-yl)-3-(4-hydroxymethyl-phenyl)urea). Reaction SMILES: C([O:3][C:4](=O)[C:5]1[CH:10]=[CH:9][C:8]([NH:11][C:12]([NH:14][C:15]2[N:16]([CH3:24])[N:17]=[C:18]([C:20]([CH3:23])([CH3:22])[CH3:21])[CH:19]=2)=[O:13])=[CH:7][CH:6]=1)C.CC(C[AlH]CC(C)C)C.C(OCC)(=O)C.C(C(C(C([O-])=O)O)O)([O-])=O.[Na+].[Na+]>C(Cl)Cl>[C:20]([C:18]1[CH:19]=[C:15]([NH:14][C:12]([NH:11][C:8]2[CH:7]=[CH:6][C:5]([CH2:4][OH:3])=[CH:10][CH:9]=2)=[O:13])[N:16]([CH3:24])[N:17]=1)([CH3:23])([CH3:21])[CH3:22] |f:3.4.5|. Reported procedure: To a dry flask is added 872 mg (2.5 mmol) of 4-[3-(5-tert-butyl-2-methyl-2H-pyrazol-3-yl)-ureido]-benzoic acid ethyl ester in 30 mL dry methylene chloride and cooled to 0° C. Next, 10.12 mL of 1M DIBAL in hexanes (4 eq., 10.12 mmol) is added and the reaction is allowed to reach room temperature. The mixture is then stirred for 1 hour, and 60 mL of ethyl acetate and 100 mL of sodium tartrate saturated aqueous solution are added, and the mixture is stirred for another 30 min. Then the organic laye... Reactants: CC(C)(C)OC(=O)NCCCBr, CCOP(=O)(CC(=O)OC(C)(C)C)OCC, [Cl-], [H-], [NH4+], [Na+], C1CCOC1. Yields the product CCOP(=O)(OCC)C(CCCNC(=O)OC(C)(C)C)C(=O)OC(C)(C)C. As a reaction SMILES: [Br:19][CH2:20][CH2:21][CH2:22][NH:23][C:24]([O:25][C:26]([CH3:27])([CH3:28])[CH3:29])=[O:30].[CH2:1]([CH3:2])[O:3][P:4](=[O:5])([O:6][CH2:7][CH3:8])[CH2:9][C:10](=[O:11])[O:12][C:13]([CH3:14])([CH3:15])[CH3:16].[Cl-:31].[H-:17].[NH4+:32].[Na+:18].[O:33]1[CH2:34][CH2:35][CH2:36][CH2:37]1>>[CH2:1]([CH3:2])[O:3][P:4](=[O:5])([O:6][CH2:7][CH3:8])[CH:9]([C:10](=[O:11])[O:12][C:13]([CH3:14])([CH3:15])[CH3:16])[CH2:20][CH2:21][CH2:22][NH:23][C:24]([O:25][C:26]([CH3:27])([CH3:28])[CH3:29])=[O:30]. Reactants: NC=1C(=C(C=C(C(=O)O)C1)S)OC1=CC=CC=C1 (5-amino-3-mercapto-4-phenoxybenzoic acid), BrCCC1=CSC=C1 (3-bromoethylthiophene). Solvent: [OH-].[Na+] (sodium hydroxide). Run at time 2 hour. The product is NC=1C(=C(C=C(C(=O)O)C1)SCC1=CSC=C1)OC1=CC=CC=C1 (5-Amino-4-phenoxy-3-(3-thienylmethylthio)benzoic acid). RXN SMILES: [NH2:1][C:2]1[C:3]([O:12][C:13]2[CH:18]=[CH:17][CH:16]=[CH:15][CH:14]=2)=[C:4]([SH:11])[CH:5]=[C:6]([CH:10]=1)[C:7]([OH:9])=[O:8].BrC[CH2:21][C:22]1[CH:26]=[CH:25][S:24][CH:23]=1>[OH-].[Na+]>[NH2:1][C:2]1[C:3]([O:12][C:13]2[CH:14]=[CH:15][CH:16]=[CH:17][CH:18]=2)=[C:4]([S:11][CH2:21][C:22]2[CH:26]=[CH:25][S:24][CH:23]=2)[CH:5]=[C:6]([CH:10]=1)[C:7]([OH:9])=[O:8] |f:2.3|. Procedure: To a solution of 5-amino-3-mercapto-4-phenoxybenzoic acid (2.5 g) in 0.5 N sodium hydroxide (100 ml), a solution of 3-bromoethylthiophene (3.5 g in benzene (20 ml)) is added. The reacton mixture is stirred for 2 hours at room temperature. After extraction with additional benzene, the aqueous layer is acidified by addition of 4 N hydrochloric acid to precipitate 5-amino-4-phenoxy-3-(3-thienylmethylthio)benzoic acid. After collection by filtration, recrystallisation from aqueous ethanol and drying... The reactants are solution, CC(C)C[AlH]CC(C)C (DIBAL-H), C1(=CC=CC=C1)C (toluene), C(C)OC(C(=CC1=CC=2CC3=CC=CC=C3C2C=C1)CC)=O (2-ethyl-3-(9H-fluoren-2-yl)-acrylic acid ethyl ester), Cl (HCl). The solvent is CO (Methanol), C1CCOC1 (THF), C(C)(=O)OCC (ethyl acetate). Conditions: time 45 minute. Product: C(C)C(CO)=CC1=CC=2CC3=CC=CC=C3C2C=C1 (2-ethyl-3-(9H-fluoren-2-yl)-prop-2-en-1-ol). Yield: 98.0%. Reaction SMILES: CC(C[AlH]CC(C)C)C.C1(C)C=CC=CC=1.C([O:19][C:20](=O)[C:21]([CH2:36][CH3:37])=[CH:22][C:23]1[CH:35]=[CH:34][C:33]2[C:32]3[C:27](=[CH:28][CH:29]=[CH:30][CH:31]=3)[CH2:26][C:25]=2[CH:24]=1)C.Cl>C1COCC1.C(OCC)(=O)C.CO>[CH2:36]([C:21](=[CH:22][C:23]1[CH:35]=[CH:34][C:33]2[C:32]3[C:27](=[CH:28][CH:29]=[CH:30][CH:31]=3)[CH2:26][C:25]=2[CH:24]=1)[CH2:20][OH:19])[CH3:37]. Procedure: Under an atmosphere of nitrogen a 1M solution of DIBAL-H in toluene (10.5 ml, 10.5 mmol) was added dropwise at −70° C. over 20 min. to a stirred solution of 2-ethyl-3-(9H-fluoren-2-yl)-acrylic acid ethyl ester (1.54 g, 5.3 mmol) in dry THF (75 ml) and the mixture stirred for 45 min. Methanol (2 ml) was added, followed by 1N HCl and ethyl acetate. The aqueous phase was separated and further extracted with ethyl acetate. The combined organic phases were washed with water, dried (MgSO4), filtered a...